This data is from the Open Reaction Database (ORD), a public repository of structured organic reaction records. The task is: describe an organic reaction: reactants, conditions, products, and yield Starting materials: CC1=C(N)C(=CC=C1)C (2,6-Dimethylaniline), diethyl acetal, BrCC=O (2-bromoacetaldehyde), C([O-])([O-])=O.[Na+].[Na+] (sodium carbonate). Conditions: temperature 150 celsius. Product: diethyl acetal, CC1=C(NCC=O)C(=CC=C1)C (2-(2,6-dimethylanilino)acetaldehyde). Reaction SMILES: [CH3:1][C:2]1[CH:8]=[CH:7][CH:6]=[C:5]([CH3:9])[C:3]=1[NH2:4].Br[CH2:11][CH:12]=[O:13].C(=O)([O-])[O-].[Na+].[Na+]>>[CH3:1][C:2]1[CH:8]=[CH:7][CH:6]=[C:5]([CH3:9])[C:3]=1[NH:4][CH2:11][CH:12]=[O:13] |f:2.3.4|. Reported procedure: 2,6-Dimethylaniline (100 grams), the diethyl acetal of 2-bromoacetaldehyde (59.1 grams) and sodium carbonate (31.8 grams) were charged into a glass reaction vessel equipped with a mechanical stirrer, thermometer and reflux condenser. The mixture was heated at a temperature of about 150°C for a period of about 30 hours. After this time the reaction mixture was cooled to room temperature and was filtered. The filtrate was then distilled under vacuum to yield the desired product the diethyl acetal ... Reactants: O1CCN(CC1)CCOC1=CC=C(C=C1)C=1C=CC(=NC1)CC(=O)NCC1=CC=CC=C1 (2-(5-(4-(2-morpholinoethoxy)phenyl)pyridin-2-yl)-N-benzylacetamide), C(C)(=O)Cl (acetyl chloride). The solvent is C(C)O (ethanol). The product is Cl (HCl), Cl.Cl.O1CCN(CC1)CCOC1=CC=C(C=C1)C=1C=CC(=NC1)CC(=O)NCC1=CC=CC=C1 (2-(5-(4-(2-morpholinoethoxy)phenyl)pyridin-2-yl)-N-benzylacetamide dihydrochloride), KX2-di-HCl. As a reaction SMILES: C([Cl:4])(=O)C.[O:5]1[CH2:10][CH2:9][N:8]([CH2:11][CH2:12][O:13][C:14]2[CH:19]=[CH:18][C:17]([C:20]3[CH:21]=[CH:22][C:23]([CH2:26][C:27]([NH:29][CH2:30][C:31]4[CH:36]=[CH:35][CH:34]=[CH:33][CH:32]=4)=[O:28])=[N:24][CH:25]=3)=[CH:16][CH:15]=2)[CH2:7][CH2:6]1>C(O)C>[ClH:4].[ClH:4].[ClH:4].[O:5]1[CH2:6][CH2:7][N:8]([CH2:11][CH2:12][O:13][C:14]2[CH:15]=[CH:16][C:17]([C:20]3[CH:21]=[CH:22][C:23]([CH2:26][C:27]([NH:29][CH2:30][C:31]4[CH:36]=[CH:35][CH:34]=[CH:33][CH:32]=4)=[O:28])=[N:24][CH:25]=3)=[CH:18][CH:19]=2)[CH2:9][CH2:10]1 |f:4.5.6|. Procedure: The resulting methyl 2-(5-(4-(2-morpholinoethoxy)phenyl)pyridin-2-yl)acetate (7) and benzyl amine were coupled in anisole at high temperature to afford 2-(5-(4-(2-morpholinoethoxy)phenyl)pyridin-2-yl)-N-benzylacetamide (Compound 134). An HCl solution formed by adding acetyl chloride to absolute ethanol was added to Compound 134 to form the bis-HCl salt, 2-(5-(4-(2-morpholinoethoxy)phenyl)pyridin-2-yl)-N-benzylacetamide dihydrochloride, (KX2-di-HCl). Reactants: O=C([O-])[O-], C1CCNCC1, CN(C)C=O, O=C1CCC(Cc2ccc(OCCCCl)cc2)CC1, [K+], [K+]. Yields the product O=C1CCC(Cc2ccc(OCCCN3CCCCC3)cc2)CC1. As a reaction SMILES: [C:1](=[O:2])([O-:3])[O-:4].[CH2:26]1[CH2:27][CH2:28][NH:29][CH2:30][CH2:31]1.[CH3:32][N:33]([CH3:34])[CH:35]=[O:36].[Cl:7][CH2:8][CH2:9][CH2:10][O:11][c:12]1[cH:13][cH:14][c:15]([CH2:16][CH:17]2[CH2:18][CH2:19][C:20](=[O:23])[CH2:21][CH2:22]2)[cH:24][cH:25]1.[K+:5].[K+:6]>>[CH2:8]([CH2:9][CH2:10][O:11][c:12]1[cH:13][cH:14][c:15]([CH2:16][CH:17]2[CH2:18][CH2:19][C:20](=[O:23])[CH2:21][CH2:22]2)[cH:24][cH:25]1)[N:29]1[CH2:28][CH2:27][CH2:26][CH2:31][CH2:30]1. Starting materials: ClC1=CC=C(C=C1)CCN (2(4-Chlorophenyl)ethylamine), C1(=CC=CC=C1)NC(=O)NCCCBr (N-phenylcarbamoyl-3-bromopropylamine), C([O-])([O-])=O.[K+].[K+] (potassium carbonate). The solvent is CC#N (CH3CN). Run at temperature 70 celsius, time 4.5 hour. Product: C1(=CC=CC=C1)NC(=O)NCCCNCCC1=CC=C(C=C1)Cl (N-phenylcarbamoyl-N′-[2-(4- chlorophenyl)ethyl]-1,3- diaminopropane). Yield: 44.4%. As a reaction SMILES: [Cl:1][C:2]1[CH:7]=[CH:6][C:5]([CH2:8][CH2:9][NH2:10])=[CH:4][CH:3]=1.[C:11]1([NH:17][C:18]([NH:20][CH2:21][CH2:22][CH2:23]Br)=[O:19])[CH:16]=[CH:15][CH:14]=[CH:13][CH:12]=1.C(=O)([O-])[O-].[K+].[K+]>CC#N>[C:11]1([NH:17][C:18]([NH:20][CH2:21][CH2:22][CH2:23][NH:10][CH2:9][CH2:8][C:5]2[CH:6]=[CH:7][C:2]([Cl:1])=[CH:3][CH:4]=2)=[O:19])[CH:16]=[CH:15][CH:14]=[CH:13][CH:12]=1 |f:2.3.4|. Procedure details: 2(4-Chlorophenyl)ethylamine (1.8 g, 12 mmol) was added to a mixture of N-phenylcarbamoyl-3-bromopropylamine (2.5 g, 9.7 mmol) and potassium carbonate (2.6 g, 19 mmol) in CH3CN (50 ml). The mixture was stirred at 70° C. for 4.5 h, and then filtered. The filtrate was concentrated under vacuum to dryness, and the residue was dissolved with chloroform, washed with water, 1N-HCl and brine. The organic layer was dried over sodium sulfate, filtered, and then concentrated under vacuum to dryness. The re... Reactants: foam, C(C)(=O)NC=1C=C(COC2C(C(C(C(O2)COC(C2=CC=C(C=C2)Cl)=O)OC2C(C(C3OC(OCC3O2)C2=CC=CC=C2)O)O)O)O)C=CC1Cl (4-chloro-benzoic acid 6-(3-acetylamino-4-chloro-benzyloxy)-3-(7,8-dihydroxy-2-phenyl-hexahydro-pyrano[3,2-d][1,3]dioxin-6-yloxy)-4,5-dihydroxy-tetrahydro-pyran-2-ylmethyl ester), [K+].[Br-] (KBr). Run in O (H2O). The product is C(C)(=O)OC1C(C(OC(C1OC(C)=O)OCC1=CC(=C(C=C1)Cl)NC(C)=O)COC(C1=CC=C(C=C1)Cl)=O)OC1C(C(C2OC(OCC2O1)C1=CC=CC=C1)OC(C)=O)OC(C)=O (4-Chloro-benzoic acid 4,5-diacetoxy-6-(3-acetylamino-4-chloro-benzyloxy)-3-(7,8-diacetoxy-2-phenyl-hexahydro-pyrano[3,2-d][1,3]dioxin-6-yloxy)-tetrahydro-pyran-2-ylmethyl ester). RXN SMILES: [C:1]([NH:4][C:5]1[CH:6]=[C:7]([CH:48]=[CH:49][C:50]=1[Cl:51])[CH2:8][O:9][CH:10]1[O:15][CH:14]([CH2:16][O:17][C:18](=[O:26])[C:19]2[CH:24]=[CH:23][C:22]([Cl:25])=[CH:21][CH:20]=2)[CH:13]([O:27][CH:28]2[O:37][CH:36]3[CH:31]([O:32][CH:33]([C:38]4[CH:43]=[CH:42][CH:41]=[CH:40][CH:39]=4)[O:34][CH2:35]3)[CH:30]([OH:44])[CH:29]2[OH:45])[CH:12]([OH:46])[CH:11]1[OH:47])(=[O:3])[CH3:2].[K+].[Br-]>O>[C:14]([O:46][CH:12]1[CH:11]([O:47][C:18](=[O:17])[CH3:19])[CH:10]([O:9][CH2:8][C:7]2[CH:48]=[CH:49][C:50]([Cl:51])=[C:5]([NH:4][C:1](=[O:3])[CH3:2])[CH:6]=2)[O:15][CH:14]([CH2:16][O:17][C:18](=[O:26])[C:19]2[CH:20]=[CH:21][C:22]([Cl:25])=[CH:23][CH:24]=2)[CH:13]1[O:27][CH:28]1[O:37][CH:36]2[CH:31]([O:32][CH:33]([C:38]3[CH:43]=[CH:42][CH:41]=[CH:40][CH:39]=3)[O:34][CH2:35]2)[CH:30]([O:44][C:8](=[O:9])[CH3:7])[CH:29]1[O:45][C:1](=[O:3])[CH3:2])(=[O:15])[CH3:13] |f:1.2|. Procedure details: The title compound was prepared as a white foam (0.225 g, 72%) from 4-chloro-benzoic acid 6-(3-acetylamino-4-chloro-benzyloxy)-3-(7,8-dihydroxy-2-phenyl-hexahydro-pyrano[3,2-d][1,3]dioxin-6-yloxy)-4,5-dihydroxy-tetrahydro-pyran-2-ylmethyl ester using a procedure similar to Example 25, mp 114-115° C.; 1H NMR (DMSO-d6) δ1.94 (s, 3H), 1.95 (s, 3H), 1.98 (s, 3H), 1.99 (s, 3H), 2.05 (s, 3H), 3.62 (t, J=9.2 Hz, 1H), 3.68-3.74 (m, 1H), 3.79 (dd, J=4.2, 9.2 Hz, 1H), 3.86 (t, J=9.4 Hz, 1H), 4.13-4.19 (m,...